Dataset: the Open Reaction Database (ORD), a public repository of structured organic reaction records. Task: describe an organic reaction: reactants, conditions, products, and yield The reactants are CO, [K+], CCCn1c(=O)c2[nH]c(C3CC4CCC(C3)C4C(C(=O)O)C(=O)O)nc2n(CCC)c1=O, [OH-]. The product is CCCn1c(=O)c2[nH]c(C3CC4CCC(C3)C4CC(=O)O)nc2n(CCC)c1=O. RXN SMILES: [CH3:35][OH:36].[K+:34].[O:1]=[c:2]1[n:3]([CH2:30][CH2:31][CH3:32])[c:4](=[O:29])[c:5]2[nH:6][c:7]([CH:14]3[CH2:15][CH:16]4[CH2:17][CH2:18][CH:19]([CH2:20]3)[CH:21]4[CH:22]([C:23](=[O:24])[OH:25])[C:26]([OH:27])=[O:28])[n:8][c:9]2[n:10]1[CH2:11][CH2:12][CH3:13].[OH-:33]>>[O:1]=[c:2]1[n:3]([CH2:30][CH2:31][CH3:32])[c:4](=[O:29])[c:5]2[nH:6][c:7]([CH:14]3[CH2:15][CH:16]4[CH2:17][CH2:18][CH:19]([CH2:20]3)[CH:21]4[CH2:22][C:23](=[O:24])[OH:25])[n:8][c:9]2[n:10]1[CH2:11][CH2:12][CH3:13]. Starting materials: C(=O)(OCC1=CC=CC=C1)N1[C@H](C(=O)O)CC(C1)O (N-carbobenzyloxy-4-hydroxy-L-proline), [Cr](=O)(=O)(O)O (chromic acid). Run in S(O)(O)(=O)=O (sulfuric acid), CC(=O)C (acetone). The product is C(=O)(OCC1=CC=CC=C1)N1[C@H](C(=O)O)CC(C1)=O (N-carbobenzyloxy-4-keto-L-proline). Isolated yield 10.7%. RXN SMILES: [C:1]([N:11]1[CH2:18][CH:17]([OH:19])[CH2:16][C@H:12]1[C:13]([OH:15])=[O:14])([O:3][CH2:4][C:5]1[CH:10]=[CH:9][CH:8]=[CH:7][CH:6]=1)=[O:2].[Cr](O)(O)(=O)=O>CC(C)=O.S(=O)(=O)(O)O>[C:1]([N:11]1[CH2:18][C:17](=[O:19])[CH2:16][C@H:12]1[C:13]([OH:15])=[O:14])([O:3][CH2:4][C:5]1[CH:6]=[CH:7][CH:8]=[CH:9][CH:10]=1)=[O:2]. Procedure: 21.5 g. (0.81 mole) of N-carbobenzyloxy-4-hydroxy-L-proline is oxidized in 1.2 liters of acetone with 83 ml. of 8 N chromic acid in sulfuric acid as described in J.A.C.S.79, 189 (l957). In order to facilitate the subsequent filtration of chromium salts, 30 g. of Celite (diatomaceous earth) is added to the acetone solution before introduction of the oxidizing agent. An air stirrer is employed. The reaction mixture is filtered and the acetone filtrate is concentrated to approximately 300 ml. befor...